From a dataset of the Open Reaction Database (ORD), a public repository of structured organic reaction records. describe an organic reaction: reactants, conditions, products, and yield Reactants: c1ccc2c(c1)CCN2, CC(=O)O, Cl, O=N[O-], [Na+], O. Yields the product O=NN1CCc2ccccc21. RXN SMILES: [CH2:1]1[CH2:2][c:3]2[cH:4][cH:5][cH:6][cH:7][c:8]2[NH:9]1.[CH3:15][C:16](=[O:17])[OH:18].[ClH:14].[N:10](=[O:11])[O-:12].[Na+:13].[OH2:19]>>[CH2:1]1[CH2:2][c:3]2[cH:4][cH:5][cH:6][cH:7][c:8]2[N:9]1[N:10]=[O:11]. Reactants: ClC1=C(C=C(C(=C1)OCCCO)S(=O)(=O)N1C2=C(CCCC1)C=CC=C2)C=2C(=CC(=NC2)C#N)C (5-[2-chloro-4-(3-hydroxy-propoxy)-5-(2,3,4,5-tetrahydro-benzo[b]azepine-1-sulfonyl)-phenyl]-4-methyl-pyridine-2-carbonitrile), C(C)#N (acetonitrile), O (water), RuCl3, CO (methanol). The solvent is C(Cl)Cl (DCM). Reaction conditions: time 40 minute. Product: ClC=1C(=CC(=C(OCCC(=O)O)C1)S(=O)(=O)N1C2=C(CCCC1)C=CC=C2)C=2C=NC(=CC2C)C#N (3-[5-chloro-4-(6-cyano-4-methyl-pyridin-3-yl)-2-(2,3,4,5-tetrahydro-benzo[b]azepine-1-sulfonyl)-phenoxy]-propionic acid). As a reaction SMILES: [Cl:1][C:2]1[CH:7]=[C:6]([O:8][CH2:9][CH2:10][CH2:11][OH:12])[C:5]([S:13]([N:16]2[CH2:22][CH2:21][CH2:20][CH2:19][C:18]3[CH:23]=[CH:24][CH:25]=[CH:26][C:17]2=3)(=[O:15])=[O:14])=[CH:4][C:3]=1[C:27]1[C:28]([CH3:35])=[CH:29][C:30]([C:33]#[N:34])=[N:31][CH:32]=1.C(#N)C.[OH2:39].CO>C(Cl)Cl>[Cl:1][C:2]1[C:3]([C:27]2[CH:32]=[N:31][C:30]([C:33]#[N:34])=[CH:29][C:28]=2[CH3:35])=[CH:4][C:5]([S:13]([N:16]2[CH2:22][CH2:21][CH2:20][CH2:19][C:18]3[CH:23]=[CH:24][CH:25]=[CH:26][C:17]2=3)(=[O:15])=[O:14])=[C:6]([CH:7]=1)[O:8][CH2:9][CH2:10][C:11]([OH:39])=[O:12]. Reported procedure: To 5-[2-chloro-4-(3-hydroxy-propoxy)-5-(2,3,4,5-tetrahydro-benzo[b]azepine-1-sulfonyl)-phenyl]-4-methyl-pyridine-2-carbonitrile 8-1 (31 mg, 0.06 mmol) in a mixture of DCM (0.3 mL), acetonitrile (0.3 mL) and water (0.4 mL) was added NalO4 (38 mg, 0.18 mmol) and RuCl3 (2.5 mg, 0.012 mmol). The mixture was stirred at rt for 40 minutes, then 1 mL of methanol was added. The mixture was filtered and purified by prep. LCMS to afford 3-[5-chloro-4-(6-cyano-4-methyl-pyridin-3-yl)-2-(2,3,4,5-tetrahydro-be... Reactants: ClC1=C(N=C(N1C1=CC=C(C=C1)C#N)C)I (5-Chloro-1-(4-cyanophenyl)-4-iodo-2-methylimidazole), C(CCC)[SnH](CCCC)CCCC (Tributyltin hydride), C1CCOC1 (THF), [F-].[K+] (potassium fluoride), tetrakis (triphenylphosphine)palladium, C1CCOC1 (THF). Conditions: temperature 50 celsius. Product: ClC1=C(N=C(N1C1=CC=C(C=C1)C#N)C)C=O (5-Chloro-1-(4-cyanophenyl)-2-methylimidazole-4-carboxaldehyde). As a reaction SMILES: [Cl:1][C:2]1[N:6]([C:7]2[CH:12]=[CH:11][C:10]([C:13]#[N:14])=[CH:9][CH:8]=2)[C:5]([CH3:15])=[N:4][C:3]=1I.C([SnH](CCCC)CCCC)CCC.[F-].[K+].C1C[O:35][CH2:34]C1>>[Cl:1][C:2]1[N:6]([C:7]2[CH:12]=[CH:11][C:10]([C:13]#[N:14])=[CH:9][CH:8]=2)[C:5]([CH3:15])=[N:4][C:3]=1[CH:34]=[O:35] |f:2.3|. Procedure: A solution of the product from (b) (1.03 g, 3 mmol) and tetrakis (triphenylphosphine)palladium (0.3 g) in THF (70 ml) was installed under an atmosphere of carbon monoxide and heated to 50° C. Tributyltin hydride (0.96 g, 3.3 mmol) in THF (40 ml) was instilled by motor-driven syringe over 4.5 hours. After an additional 0.5 hours the mixture was stirred with 100 ml of 10% potassium fluoride solution for 15 minutes, then extracted twice with dichloromethane. The organic layers were dried over magne...